From a dataset of the Open Reaction Database (ORD), a public repository of structured organic reaction records. describe an organic reaction: reactants, conditions, products, and yield The reactants are CC(C)(C)OC(=O)NC(CO)C(O[Si](C)(C)C(C)(C)C)c1ccc(C(F)(F)F)cc1, C1CCOC1, CC#N, ClCCl, O=S(Cl)Cl, c1ccncc1. The product is CC(C)(C)OC(=O)N1C(C(O[Si](C)(C)C(C)(C)C)c2ccc(C(F)(F)F)cc2)COS1=O. Reaction SMILES: [C:5]([CH3:6])([CH3:7])([CH3:8])[Si:9]([O:10][CH:11]([CH:12]([CH2:13][OH:14])[NH:15][C:16]([O:17][C:18]([CH3:19])([CH3:20])[CH3:21])=[O:22])[c:23]1[cH:24][cH:25][c:26]([C:29]([F:30])([F:31])[F:32])[cH:27][cH:28]1)([CH3:33])[CH3:34].[CH2:47]1[O:48][CH2:49][CH2:50][CH2:51]1.[CH3:41][C:42]#[N:43].[Cl:44][CH2:45][Cl:46].[S:1](=[O:2])([Cl:3])[Cl:4].[cH:35]1[cH:36][cH:37][n:38][cH:39][cH:40]1>>[S:1]1(=[O:2])[O:14][CH2:13][CH:12]([CH:11]([O:10][Si:9]([C:5]([CH3:6])([CH3:7])[CH3:8])([CH3:33])[CH3:34])[c:23]2[cH:24][cH:25][c:26]([C:29]([F:30])([F:31])[F:32])[cH:27][cH:28]2)[N:15]1[C:16]([O:17][C:18]([CH3:19])([CH3:20])[CH3:21])=[O:22]. The reactants are OO (H2O2), C(C)(=O)OC(C)C (isopropyl acetate), C(C1=CC=CC=C1)OC1=C(C(=C(C(=C1C)C)OCC1=CC=CC=C1)C)CCC=C (1-(2,5-bis(benzyloxy)-3,4,6-trimethylphenyl)-3-butene), B1C2CCCC1CCC2 (9-BBN), [OH-].[Na+] (NaOH). The solvent is C1CCOC1 (THF). Run at time 1.5 hour. Product: C(C1=CC=CC=C1)OC1=C(C(=C(C(=C1C)C)OCC1=CC=CC=C1)C)CCCCO (4-(2,5-bis(benzyloxy)-3,4,6-trimethylphenyl)butan-1-ol). Reaction SMILES: [CH2:1]([O:8][C:9]1[C:14]([CH3:15])=[C:13]([CH3:16])[C:12]([O:17][CH2:18][C:19]2[CH:24]=[CH:23][CH:22]=[CH:21][CH:20]=2)=[C:11]([CH3:25])[C:10]=1[CH2:26][CH2:27][CH:28]=[CH2:29])[C:2]1[CH:7]=[CH:6][CH:5]=[CH:4][CH:3]=1.B1C2CCCC1CCC2.[OH-].[Na+].OO.C(OC(C)C)(=[O:45])C>C1COCC1>[CH2:1]([O:8][C:9]1[C:14]([CH3:15])=[C:13]([CH3:16])[C:12]([O:17][CH2:18][C:19]2[CH:24]=[CH:23][CH:22]=[CH:21][CH:20]=2)=[C:11]([CH3:25])[C:10]=1[CH2:26][CH2:27][CH2:28][CH2:29][OH:45])[C:2]1[CH:3]=[CH:4][CH:5]=[CH:6][CH:7]=1 |f:2.3|. Procedure: 1-(2,5-bis(benzyloxy)-3,4,6-trimethylphenyl)-3-butene (1.1 g, 2.85 mmol) in THF (15 mL) was treated with 9-BBN (560 mg, 4.27 mmol, 1.5 equiv.) at room temperature. After 2.5 h the clear colorless solution was treated with 2.5 M aqueous NaOH (6 mL, 15 mmol), was added followed by slow, dropwise addition of 35% w/w H2O2 (5 mL, 58.5 mmol). During addition, the internal reaction temperature was kept below 35° C. by ice bath immersion. The biphasic solution was stirred for 1.5 h at room temperature, ... Reactants: intermediate 52, [H][H] (hydrogen), CO (methanol), N1(C=NC=C1)C(C1=CC(=C(C#N)C=C1)[N+](=O)[O-])C1=CC=CC=C1 (4-[(1H-imidazol-1-yl)phenylmethyl]-2-nitrobenzonitrile), N (ammonia). Reagents/catalysts: [Ni] (Raney nickel). The product is NC1=C(C(=O)N)C=CC(=C1)C(C1=CC=CC=C1)N1C=NC=C1 (2-amino-4-[(1H-imidazol-1-yl)phenylmethyl]benzamide). Yield: 82.9%. Reaction SMILES: [N:1]1([CH:6]([C:18]2[CH:23]=[CH:22][CH:21]=[CH:20][CH:19]=2)[C:7]2[CH:14]=[CH:13][C:10]([C:11]#[N:12])=[C:9]([N+:15]([O-])=O)[CH:8]=2)[CH:5]=[CH:4][N:3]=[CH:2]1.N.[H][H].C[OH:28]>[Ni]>[NH2:15][C:9]1[CH:8]=[C:7]([CH:6]([N:1]2[CH:5]=[CH:4][N:3]=[CH:2]2)[C:18]2[CH:23]=[CH:22][CH:21]=[CH:20][CH:19]=2)[CH:14]=[CH:13][C:10]=1[C:11]([NH2:12])=[O:28]. Procedure: A solution of 6 parts of intermediate 52, namely 4-[(1H-imidazol-1-yl)phenylmethyl]-2-nitrobenzonitrile, in 316 parts of methanol saturated with ammonia was hydrogenated at room temperature and normal pressure with 3 parts of Raney nickel. After the calculated amount of hydrogen was taken up, the catalyst was filtered off and the filtrate was evaporated. The residue was co-evaporated with a mixture of methanol and methylbenzene, yielding 4.8 parts (82.9%) of 2-amino-4-[(1H-imidazol-1-yl)phenylme... The reactants are C1(=CC=CC=C1)O (phenol), ClS(=O)(=O)N=C=O (chlorosulfonyl isocyanate). The solvent is C1(=CC=CC=C1)C (toluene), C1(=CC=CC=C1)C (toluene). Run at temperature 110 celsius, time 12 hour. Yields the product C1(=CC=CC=C1)OS(N)(=O)=O (Sulfamic acid phenyl ester). Yield: 70.5%. Reaction SMILES: [C:1]1([OH:7])[CH:6]=[CH:5][CH:4]=[CH:3][CH:2]=1.Cl[S:9]([N:12]=C=O)(=[O:11])=[O:10]>C1(C)C=CC=CC=1>[C:1]1([O:7][S:9](=[O:11])(=[O:10])[NH2:12])[CH:6]=[CH:5][CH:4]=[CH:3][CH:2]=1. Procedure details: To a solution of 4.98 g of phenol in 9 ml of toluene, a solution of 7.49 g of chlorosulfonyl isocyanate in 5 ml of toluene was added dropwise at an inner temperature of 45° C. or lower. After the completion of dropwise addition, the mixture was heated in an oil bath at 110° C. and continuously stirred for 12 hours. The reaction solution was ice-cooled and the insoluble matter was removed by filtration, and then the filtrate was heated in an oil bath at 40° C. While stirring vigorously, 1.2 ml of... Conditions: temperature 70 celsius, time 30 minute. The product is BrC1=CC(=C(C(=O)N=CN(C)C)C=C1)C (4-bromo-N-(dimethylaminomethylidene)-2-methyl benzoic acid amide). As a reaction SMILES: [Br:1][C:2]1[CH:10]=[CH:9][C:5]([C:6]([NH2:8])=[O:7])=[C:4]([CH3:11])[CH:3]=1.CO[CH:14](OC)[N:15]([CH3:17])[CH3:16]>>[Br:1][C:2]1[CH:10]=[CH:9][C:5]([C:6]([N:8]=[CH:14][N:15]([CH3:17])[CH3:16])=[O:7])=[C:4]([CH3:11])[CH:3]=1. The reactants are BrC1=CC(=C(C(=O)N)C=C1)C (4-bromo-2-methyl benzoic acid amide), COC(N(C)C)OC (N,N-dimethylformamide dimethylacetal). Reported procedure: A mixture of 0.84 g of 4-bromo-2-methyl benzoic acid amide and 18 mL of N,N-dimethylformamide dimethylacetal was stirred at 70° C. for 30 minutes. After the completion of the reaction, the solvent was distilled off under reduced pressure, and the residue was washed with 5 mL of hexane to obtain 0.67 g of the aimed product as white crystal.